Dataset: the Open Reaction Database (ORD), a public repository of structured organic reaction records. Task: describe an organic reaction: reactants, conditions, products, and yield Starting materials: FC(COC1=C(N)C=CC=C1)(F)F (2-(2,2,2-trifluoroethoxy)aniline), Cl.ClCCNCCCl (bis(2-chloroethyl)amine hydrochloride), C([O-])([O-])=O.[K+].[K+] (potassium carbonate), [I-].[Na+] (sodium iodide), aqueous solution. Solvent: COCCOCCOC (2-methoxyethyl ether). Yields the product FC(COC1=C(C=CC=C1)N1CCNCC1)(F)F (1-[2-(2,2,2-trifluoroethoxy)phenyl]piperazine). Isolated yield 52.0%. Reaction SMILES: [F:1][C:2]([F:13])([F:12])[CH2:3][O:4][C:5]1[CH:11]=[CH:10][CH:9]=[CH:8][C:6]=1[NH2:7].Cl.Cl[CH2:16][CH2:17][NH:18][CH2:19][CH2:20]Cl.C(=O)([O-])[O-].[K+].[K+].[I-].[Na+]>COCCOCCOC>[F:1][C:2]([F:12])([F:13])[CH2:3][O:4][C:5]1[CH:11]=[CH:10][CH:9]=[CH:8][C:6]=1[N:7]1[CH2:20][CH2:19][NH:18][CH2:17][CH2:16]1 |f:1.2,3.4.5,6.7|. Reported procedure: A mixture of 2-(2,2,2-trifluoroethoxy)aniline (3.89 g, 20.4 mmol), bis(2-chloroethyl)amine hydrochloride (3.64 g, 20.4 mmol), potassium carbonate (2.82 g, 20.4 mmol) and sodium iodide (0.6 g, 4.1 mmol) in 10 mL of 2-methoxyethyl ether was heated at reflux for 4.5 hours. The mixture was cooled and 20 mL of an aqueous solution at pH 9 was added. The mixture was extracted with ethyl acetate (4×50 mL) and the combined organic layers were washed with brine, dried (Na2SO4) and concentrated. The residu... The reactants are C(C1=CC=CC=C1)OC/1=CN(S\C1=N/C(C1=C(C=CC(=C1)Cl)OC)=O)C(C)(C)C (N-[(5Z)-4-(benzyloxy)-2-tert-butylisothiazol-5(2H)-ylidene]-5-chloro-2-methoxybenzamide), OS(=O)(=O)C(F)(F)F (triflic acid), C([O-])(O)=O.[Na+] (sodium bicarbonate). The solvent is C(Cl)Cl (CH2Cl2). The product is C(C)(C)(C)N1S\C(\C(=C1)O)=N/C(C1=C(C=CC(=C1)Cl)OC)=O (N-[(5Z)-2-tert-butyl-4-hydroxyisothiazol-5(2H)-ylidene]-5-chloro-2-methoxybenzamide). The yield is 101.2%. As a reaction SMILES: C([O:8][C:9]1=[CH:10][N:11]([C:26]([CH3:29])([CH3:28])[CH3:27])[S:12]/[C:13]/1=[N:14]\[C:15](=[O:25])[C:16]1[CH:21]=[C:20]([Cl:22])[CH:19]=[CH:18][C:17]=1[O:23][CH3:24])C1C=CC=CC=1.OS(C(F)(F)F)(=O)=O.C(=O)(O)[O-].[Na+]>C(Cl)Cl>[C:26]([N:11]1[CH:10]=[C:9]([OH:8])/[C:13](=[N:14]/[C:15](=[O:25])[C:16]2[CH:21]=[C:20]([Cl:22])[CH:19]=[CH:18][C:17]=2[O:23][CH3:24])/[S:12]1)([CH3:29])([CH3:28])[CH3:27] |f:2.3|. Procedure details: A solution of Example 155 (500 mg, 1.16 mmol) in anhydrous CH2Cl2 (20 mL) was treated at 0° C. with triflic acid (1741 mg, 11.6 mmol) for 1 h. A saturated solution of sodium bicarbonate was added and the organic layer was separated, dried with anhydrous MgSO4 and concentrated under reduced pressure to afford 400 mg of crude material, which was used directly without purification in the next reactions. 1H NMR (300 MHz, DMSO-d6) δ ppm 1.55-1.71 (m, 9H), 3.77-3.87 (m, 3H), 7.18 (d, J=9.1 Hz, 1H), 7....